From a dataset of the Open Reaction Database (ORD), a public repository of structured organic reaction records. describe an organic reaction: reactants, conditions, products, and yield The reactants are CC[N+](CC)(CC)Cc1ccccc1, CN(C)CCCl, Cc1ccccc1, [Cl-], OCc1scc2c1-c1cc(Cl)ccc1Oc1ccccc1-2, Cl, [Na+], [OH-], O. Yields the product CN(C)CCOCc1scc2c1-c1cc(Cl)ccc1Oc1ccccc1-2. Reaction SMILES: [CH2:39]([N+:40]([CH2:41][CH3:42])([CH2:43][CH3:44])[CH2:45][CH3:46])[c:47]1[cH:48][cH:49][cH:50][cH:51][cH:52]1.[CH3:2][N:3]([CH2:4][CH2:5][Cl:6])[CH3:7].[CH3:8][c:9]1[cH:10][cH:11][cH:12][cH:13][cH:14]1.[Cl-:38].[Cl:15][c:16]1[cH:17][cH:18][c:19]2[c:20]([cH:35]1)-[c:21]1[c:22]([CH2:33][OH:34])[s:23][cH:24][c:25]1-[c:26]1[c:27]([cH:29][cH:30][cH:31][cH:32]1)[O:28]2.[ClH:1].[Na+:37].[OH-:36].[OH2:53]>>[CH3:2][N:3]([CH2:4][CH2:5][O:34][CH2:33][c:22]1[c:21]2[c:25]([cH:24][s:23]1)-[c:26]1[c:27]([cH:29][cH:30][cH:31][cH:32]1)[O:28][c:19]1[cH:18][cH:17][c:16]([Cl:15])[cH:35][c:20]1-2)[CH3:7].